This data is from the Open Reaction Database (ORD), a public repository of structured organic reaction records. The task is: describe an organic reaction: reactants, conditions, products, and yield Reactants: C(C1=CC=CC=C1)(=O)O (benzoic acid), O (water), [OH-].[Na+] (sodium hydroxide), OO (hydrogen peroxide), stainless steel, OO (hydrogen peroxide). The solvent is C(C)#N (acetonitrile). Run at temperature 50 celsius. Product: OC1=C(C(=O)O)C=CC=C1 (2-hydroxybenzoic acid), OC=1C=C(C(=O)O)C=CC1 (3-hydroxybenzoic acid), OC1=CC=C(C(=O)O)C=C1 (4-hydroxybenzoic acid). Reaction SMILES: [C:1]([OH:9])(=[O:8])[C:2]1[CH:7]=[CH:6][CH:5]=[CH:4][CH:3]=1.[OH2:10].[OH-].[Na+].OO>C(#N)C>[OH:10][C:3]1[CH:4]=[CH:5][CH:6]=[CH:7][C:2]=1[C:1]([OH:9])=[O:8].[OH:10][C:4]1[CH:3]=[C:2]([CH:7]=[CH:6][CH:5]=1)[C:1]([OH:9])=[O:8].[OH:10][C:5]1[CH:6]=[CH:7][C:2]([C:1]([OH:9])=[O:8])=[CH:3][CH:4]=1 |f:2.3|. Procedure: To a stainless steel autoclave containing 20.0 grams of acetonitrile is charged 122.0 grams (1.0 mole) of benzoic acid and 500 grams of water containing 200 grams (5.0 mole) of sodium hydroxide. Following this, 12.0 grams of a 30% aqueous hydrogen peroxide solution is added to the autoclave during a period of 20 minutes. During the addition of the aqueous hydrogen peroxide solution, the autoclave is maintained at a temperature of 50° C. and atmospheric pressure. At the end of the addition time, ... The reactants are CCCCCCC(C)(O)CC(=O)OCC, CCO, [K+], [OH-]. Product: CCCCCCC(C)(O)CC(=O)O. As a reaction SMILES: [CH2:1]([CH3:2])[O:3][C:4]([CH2:5][C:6]([CH2:7][CH2:8][CH2:9][CH2:10][CH2:11][CH3:12])([CH3:13])[OH:14])=[O:15].[CH3:18][CH2:19][OH:20].[K+:17].[OH-:16]>>[O:3]=[C:4]([CH2:5][C:6]([CH2:7][CH2:8][CH2:9][CH2:10][CH2:11][CH3:12])([CH3:13])[OH:14])[OH:15]. Starting materials: FC1=CC=C(C=C1)[N+](=O)[O-] (4-fluoronitrobenzene), [OH-].[Na+] (sodium hydroxide), Cl.NCCS (2-aminoethanethiol hydrochloride), CI (methyl iodide). The solvent is C(C)N(CC)CC (triethylamine), O (water), O (water). Reaction conditions: temperature 40 celsius. The product is [N+](=O)([O-])C1=CC=C(NCCSC)C=C1 (4-nitro-N-[β-(methylthio)ethyl]aniline). Reaction SMILES: [OH-].[Na+].Cl.[NH2:4][CH2:5][CH2:6][SH:7].[CH3:8]I.F[C:11]1[CH:16]=[CH:15][C:14]([N+:17]([O-:19])=[O:18])=[CH:13][CH:12]=1>O.C(N(CC)CC)C>[N+:17]([C:14]1[CH:15]=[CH:16][C:11]([NH:4][CH2:5][CH2:6][S:7][CH3:8])=[CH:12][CH:13]=1)([O-:19])=[O:18] |f:0.1,2.3|. Reported procedure: A solution of 0.4 mole of sodium hydroxide in 100 ml of water is added dropwise at 30° C. to a solution of 0.4 mole (45.4 g) of 2-aminoethanethiol hydrochloride and 0.4 mole (56.8 g) of methyl iodide in 100 ml of water. After a further hour of stirring at 40° C., 0.15 mole (21.2 g) of 4-fluoronitrobenzene and 42 ml of triethylamine are added. Starting materials: [N-]=C=O (isocyanate), C=1(C(=CC=CC1)C)C (xylene). Conditions: temperature 28 celsius. Product: C(CCCCCCCCCCCCCCC(C)C)(=O)O (isostearic acid). RXN SMILES: [N-]=[C:2]=[O:3].[C:4]1([CH3:11])[C:5]([CH3:10])=[CH:6][CH:7]=[CH:8][CH:9]=1>>[C:2]([OH:3])(=[O:3])[CH2:10][CH2:5][CH2:6][CH2:7][CH2:8][CH2:9][CH2:4][CH2:11][CH2:10][CH2:5][CH2:6][CH2:7][CH2:8][CH2:9][CH:4]([CH3:11])[CH3:2]. Procedure: Then 200 ml. xylene was added and 100 g n-C18 -isocyanate (0.339 mole) was dispersed in the mixture with stirring. The temperature was about 45° C. and the mixture was allowed to cool to about 28° C. The mixture containing a little floc was filtered and solvent removed by "Rotavapor". The solid was dissolved in cyclohexane, filtered and again recovered by solvent evaporation. It was again washed with cyclohexane to give a white, waxy solid. Nitrogen content was 8.6 wt. %. The reactants are c1ccc2c(c1)CCN2, [Na+], [OH-], O=[N+]([O-])O, O=S(=O)(O)O. The product is O=[N+]([O-])c1ccc2c(c1)NCC2. Reaction SMILES: [CH2:1]1[CH2:2][c:3]2[cH:4][cH:5][cH:6][cH:7][c:8]2[NH:9]1.[Na+:15].[OH-:14].[OH:10][N+:11]([O-:12])=[O:13].[S:16](=[O:17])(=[O:18])([OH:19])[OH:20]>>[CH2:1]1[CH2:2][c:3]2[cH:4][cH:5][c:6]([N+:11](=[O:10])[O-:12])[cH:7][c:8]2[NH:9]1. The reactants are Cl (hydrochloric acid), C(C)(=O)N1CCN(CC1)NC(O)=O (4-acetyl-1-piperazinylcarbamic acid), [OH-].[Na+] (sodium hydroxide), FC1=CC=C(C(=O)Cl)C=C1 (4-fluorobenzoyl chloride), [OH-].[Na+] (sodium hydroxide), C(C)(=O)N1CCN(CC1)C(=O)N (4-acetyl-1-piperazinecarboxamide), Cl[O-].[Na+] (sodium hypochlorite). Run in O (water), O1CCCC1 (tetrahydrofuran), O1CCCC1 (tetrahydrofuran). Product: C(C)(=O)N1CCN(CC1)NC(C1=CC=C(C=C1)F)=O (N-(4-acetyl-1-piperazinyl)-4-fluorobenzamide). As a reaction SMILES: [OH-].[Na+].C(N1CCN(C(N)=O)CC1)(=O)C.Cl[O-].[Na+].[C:18]([N:21]1[CH2:26][CH2:25][N:24]([NH:27][C:28](=[O:30])O)[CH2:23][CH2:22]1)(=[O:20])[CH3:19].Cl.[F:32][C:33]1[CH:41]=[CH:40][C:36](C(Cl)=O)=[CH:35][CH:34]=1>O1CCCC1.O>[C:18]([N:21]1[CH2:22][CH2:23][N:24]([NH:27][C:28](=[O:30])[C:36]2[CH:40]=[CH:41][C:33]([F:32])=[CH:34][CH:35]=2)[CH2:25][CH2:26]1)(=[O:20])[CH3:19] |f:0.1,3.4|. Procedure details: 1 N Aqueous sodium hydroxide (70 ml) and water (30 ml) were cooled at 5 to 10° C., and 4-acetyl-1-piperazinecarboxamide (10.0 g) was added thereto and dissolved under stirring. 10% Aqueous sodium hypochlorite (43.5 ml) was added in one portion thereto at the same temperature and allowed to react for 1 hour at the same temperature, and after the temperature was raised, the mixture was further reacted for 2 hours at a temperature of 15 to 20° C. The reaction solution containing 4-acetyl-1-piperazi... Reactants: bishydrochloride, ClC1=C(C=C(C=C1)NC(CCC1=CC=C(C=C1)OC1=CC(=NC=C1)C#N)=O)C(F)(F)F (N-[4-chloro-3-(trifluoromethyl)phenyl]-3-{4-[(2-cyanopyridin-4-yl)oxy]phenyl}propanamide), [Cl-].[Cl-].[Cl-].[Al+3] (aluminum trichloride), [N-]=[N+]=[N-].[Na+] (sodium azide). Solvent: CN(C)C=O (DMF). Yields the product ClC1=C(C=C(C=C1)NC(CCC1=CC=C(C=C1)OC1=CC(=NC=C1)C=1N=NNN1)=O)C(F)(F)F (N-[4-chloro-3-(trifluoromethyl)phenyl]-3-(4-{[2-(2H-tetrazol-5-yl)pyridin-4-yl]oxy}phenyl)propanamide). As a reaction SMILES: [Cl:1][C:2]1[CH:7]=[CH:6][C:5]([NH:8][C:9](=[O:27])[CH2:10][CH2:11][C:12]2[CH:17]=[CH:16][C:15]([O:18][C:19]3[CH:24]=[CH:23][N:22]=[C:21]([C:25]#[N:26])[CH:20]=3)=[CH:14][CH:13]=2)=[CH:4][C:3]=1[C:28]([F:31])([F:30])[F:29].[Cl-].[Cl-].[Cl-].[Al+3].[N-:36]=[N+:37]=[N-:38].[Na+]>CN(C=O)C>[Cl:1][C:2]1[CH:7]=[CH:6][C:5]([NH:8][C:9](=[O:27])[CH2:10][CH2:11][C:12]2[CH:17]=[CH:16][C:15]([O:18][C:19]3[CH:24]=[CH:23][N:22]=[C:21]([C:25]4[N:36]=[N:37][NH:38][N:26]=4)[CH:20]=3)=[CH:14][CH:13]=2)=[CH:4][C:3]=1[C:28]([F:31])([F:29])[F:30] |f:1.2.3.4,5.6|. Procedure details: A solution of N-[4-chloro-3-(trifluoromethyl)phenyl]-3-{4-[(2-cyanopyridin-4-yl)oxy]phenyl}propanamide (0.300 g, 0.67 mmol), aluminum trichloride (1.0 M in hexanes, 2.0 mL, 2.0 mmol), and sodium azide (0.131 g, 2.0 mmol) in DMF was heated at 100° C. for 3 days. The mixture was concentrated and purified by column chromatography to give A-57 which was converted to the bishydrochloride salt (29 mg). 1H NMR (400 MHz, CD3OD; bis HCl salt) δ: 8.66 (d, 1H), 8.03 (d, 1H), 7.93 (d, 1H), 7.66 (dd, 1H), 7.... Starting materials: Cl, O=S(=O)(Cl)C(F)(F)F, NCc1ccc2[nH]cc(CCN3C(=O)c4ccccc4C3=O)c2c1, O, c1ccncc1. Yields the product O=C1c2ccccc2C(=O)N1CCc1c[nH]c2ccc(CNS(=O)(=O)C(F)(F)F)cc12. Reaction SMILES: [ClH:34].[F:26][C:27]([S:28](=[O:29])(=[O:30])[Cl:31])([F:32])[F:33].[NH2:1][CH2:2][c:3]1[cH:4][c:5]2[c:6]([CH2:12][CH2:13][N:14]3[C:15](=[O:24])[c:16]4[cH:17][cH:18][cH:19][cH:20][c:21]4[C:22]3=[O:23])[cH:7][nH:8][c:9]2[cH:10][cH:11]1.[OH2:25].[cH:35]1[cH:36][cH:37][n:38][cH:39][cH:40]1>>[NH:1]([CH2:2][c:3]1[cH:4][c:5]2[c:6]([CH2:12][CH2:13][N:14]3[C:15](=[O:24])[c:16]4[cH:17][cH:18][cH:19][cH:20][c:21]4[C:22]3=[O:23])[cH:7][nH:8][c:9]2[cH:10][cH:11]1)[S:28]([C:27]([F:26])([F:32])[F:33])(=[O:29])=[O:30]. The reactants are [H-].[Al+3].[Li+].[H-].[H-].[H-] (lithium aluminium hydride), C(C)C(CC/C=C(\C)/C1=CC=C(S1)COC=1C=C(C(C(=O)OC)=CC1)C(=O)OC)(CC)O (dimethyl 4-[5-((E)-5-ethyl-5-hydroxy-1-methylhept-1-enyl)-2-thienylmethoxy]phthalate), O (water). The solvent is C(C)OCC (ethyl ether). Conditions: time 30 minute. Yields the product OCC=1C=C(OCC2=CC=C(S2)/C(=C/CCC(CC)(O)CC)/C)C=CC1CO ((E)-7-[5-(3,4-bis-Hydroxymethyl-phenoxymethyl)-2-thienyl]-3-ethyloct-6-en-3-ol). As a reaction SMILES: [CH2:1]([C:3]([OH:32])([CH2:30][CH3:31])[CH2:4][CH2:5]/[CH:6]=[C:7](/[C:9]1[S:13][C:12]([CH2:14][O:15][C:16]2[CH:17]=[C:18]([C:26](OC)=[O:27])[C:19](=[CH:24][CH:25]=2)[C:20](OC)=[O:21])=[CH:11][CH:10]=1)\[CH3:8])[CH3:2].[H-].[Al+3].[Li+].[H-].[H-].[H-].O>C(OCC)C>[OH:27][CH2:26][C:18]1[CH:17]=[C:16]([CH:25]=[CH:24][C:19]=1[CH2:20][OH:21])[O:15][CH2:14][C:12]1[S:13][C:9](/[C:7](/[CH3:8])=[CH:6]/[CH2:5][CH2:4][C:3]([CH2:30][CH3:31])([OH:32])[CH2:1][CH3:2])=[CH:10][CH:11]=1 |f:1.2.3.4.5.6|. Reported procedure: 350 mg (0.76 mmol) of dimethyl 4-[5-((E)-5-ethyl-5-hydroxy-1-methylhept-1-enyl)-2-thienylmethoxy]phthalate are dissolved in 20 mL of anhydrous ethyl ether. 70 mg (1.8 mmol) of lithium aluminium hydride are added and the reaction medium is stirred at room temperature for 30 minutes. 400 mL of water are then added slowly and the medium is filtered. The filtrate is concentrated under reduced pressure and the residue obtained is then purified by chromatography on a column of silica (eluent: 70 ethyl...